Dataset: the Open Reaction Database (ORD), a public repository of structured organic reaction records. Task: describe an organic reaction: reactants, conditions, products, and yield Reactants: BrCCCOc1ccc(-c2csc3ccccc23)cc1, O=C([O-])[O-], CC#N, NCc1ccccc1Cl, [K+], [K+]. The product is Clc1ccccc1CNCCCOc1ccc(-c2csc3ccccc23)cc1. RXN SMILES: [Br:1][CH2:2][CH2:3][CH2:4][O:5][c:6]1[cH:7][cH:8][c:9](-[c:12]2[c:13]3[c:14]([s:15][cH:16]2)[cH:17][cH:18][cH:19][cH:20]3)[cH:10][cH:11]1.[C:30](=[O:31])([O-:32])[O-:33].[CH3:36][C:37]#[N:38].[Cl:21][c:22]1[c:23]([CH2:24][NH2:25])[cH:26][cH:27][cH:28][cH:29]1.[K+:34].[K+:35]>>[CH2:2]([CH2:3][CH2:4][O:5][c:6]1[cH:7][cH:8][c:9](-[c:12]2[c:13]3[c:14]([s:15][cH:16]2)[cH:17][cH:18][cH:19][cH:20]3)[cH:10][cH:11]1)[NH:25][CH2:24][c:23]1[c:22]([Cl:21])[cH:29][cH:28][cH:27][cH:26]1. Reactants: C=CCNS(=O)(=O)c1cc(C(=O)O)ccc1N1CCN(C)CC1, Cl, [H][H], C1CCOC1, [Pd]. The product is CCCNS(=O)(=O)c1cc(C(=O)O)ccc1N1CCN(C)CC1, Cl. RXN SMILES: [CH2:2]([CH:3]=[CH2:4])[NH:5][S:6](=[O:7])(=[O:8])[c:9]1[cH:10][c:11]([C:12](=[O:13])[OH:14])[cH:15][cH:16][c:17]1[N:18]1[CH2:19][CH2:20][N:21]([CH3:24])[CH2:22][CH2:23]1.[ClH:1].[H:25][H:26].[O:27]1[CH2:28][CH2:29][CH2:30][CH2:31]1.[Pd:32]>>[CH2:2]([CH2:3][CH3:4])[NH:5][S:6](=[O:7])(=[O:8])[c:9]1[cH:10][c:11]([C:12](=[O:13])[OH:14])[cH:15][cH:16][c:17]1[N:18]1[CH2:19][CH2:20][N:21]([CH3:24])[CH2:22][CH2:23]1.[ClH:1]. The reactants are CC(C)(C)OC(=O)N1CCC(S(=O)(=O)c2ccc(Nc3ncc(N)cn3)cc2)CC1, CN1CCOCC1, COc1nc(Cl)nc(OC)n1, ClCCl, O=C(Nc1ccc(Cl)c(C(=O)O)c1)c1cccc(C(F)(F)F)c1. Yields the product CC(C)(C)OC(=O)N1CCC(S(=O)(=O)c2ccc(Nc3ncc(NC(=O)c4cc(NC(=O)c5cccc(C(F)(F)F)c5)ccc4Cl)cn3)cc2)CC1. Reaction SMILES: [C:42]([CH3:43])([CH3:44])([CH3:45])[O:46][C:47](=[O:48])[N:49]1[CH2:50][CH2:51][CH:52]([S:55](=[O:56])(=[O:57])[c:58]2[cH:59][cH:60][c:61]([NH:64][c:65]3[n:66][cH:67][c:68]([NH2:71])[cH:69][n:70]3)[cH:62][cH:63]2)[CH2:53][CH2:54]1.[CH3:35][N:36]1[CH2:37][CH2:38][O:39][CH2:40][CH2:41]1.[Cl:24][c:25]1[n:26][c:27]([O:28][CH3:29])[n:30][c:31]([O:32][CH3:33])[n:34]1.[Cl:72][CH2:73][Cl:74].[F:1][C:2]([c:3]1[cH:4][c:5]([C:6](=[O:7])[NH:8][c:9]2[cH:10][cH:11][c:12]([Cl:18])[c:13]([C:14](=[O:15])[OH:16])[cH:17]2)[cH:19][cH:20][cH:21]1)([F:22])[F:23]>>[F:1][C:2]([c:3]1[cH:4][c:5]([C:6](=[O:7])[NH:8][c:9]2[cH:10][cH:11][c:12]([Cl:18])[c:13]([C:14](=[O:16])[NH:71][c:68]3[cH:67][n:66][c:65]([NH:64][c:61]4[cH:60][cH:59][c:58]([S:55]([CH:52]5[CH2:51][CH2:50][N:49]([C:47]([O:46][C:42]([CH3:43])([CH3:44])[CH3:45])=[O:48])[CH2:54][CH2:53]5)(=[O:56])=[O:57])[cH:63][cH:62]4)[n:70][cH:69]3)[cH:17]2)[cH:19][cH:20][cH:21]1)([F:22])[F:23]. Isolated yield 28.7%. RXN SMILES: [N+]([C:4]1[NH:5][CH:6]=[C:7]([N+:9]([O-:11])=[O:10])[N:8]=1)([O-])=O.[O:12]1[C:14]2([CH2:19][CH2:18][N:17]([C:20]([O:22][C:23]([CH3:26])([CH3:25])[CH3:24])=[O:21])[CH2:16][CH2:15]2)[CH2:13]1.C([O-])(=O)C.[Na+]>C(O)C>[C:23]([O:22][C:20]([N:17]1[CH2:18][CH2:19][C:14]2([O:12][C:4]3=[N:8][C:7]([N+:9]([O-:11])=[O:10])=[CH:6][N:5]3[CH2:13]2)[CH2:15][CH2:16]1)=[O:21])([CH3:26])([CH3:24])[CH3:25] |f:2.3|. Solvent: C(C)O (ethanol). Reactants: [N+](=O)([O-])C=1NC=C(N1)[N+](=O)[O-] (2,4-Dinitro-1H-imidazole), O1CC12CCN(CC2)C(=O)OC(C)(C)C (tert-butyl 1-oxa-6-azaspiro[2,5]octane-6-carboxylate), C(C)(=O)[O-].[Na+] (sodium acetate). Procedure: 2,4-Dinitro-1H-imidazole (1.0 g, 6.3 mmol), tert-butyl 1-oxa-6-azaspiro[2,5]octane-6-carboxylate (2.0 g, 9.5 mmol) and sodium acetate (612 mg, 7.5 mmol) in ethanol (7 ml) were stirred under reflux for 10 hours. The reaction mixture was concentrated under reduced pressure. To the residue, a saturated sodium hydrogencarbonate solution and methylene chloride were added followed by stirring vigorously, and then the mixture was extracted with methylene chloride. The organic phase was dried over sodiu... Product: C(C)(C)(C)OC(=O)N1CCC2(CC1)CN1C(O2)=NC(=C1)[N+](=O)[O-] (1′-tert-butoxycarbonyl-2,3-dihydro-6-nitrospiro[imidazo[2,1-b]oxazole-2,4′-piperidine]).